This data is from the Open Reaction Database (ORD), a public repository of structured organic reaction records. The task is: describe an organic reaction: reactants, conditions, products, and yield Reactants: ClC=1C=C(OC2CCN(CC2)CCCNC(OC(C)(C)C)=O)C=CC1Cl (1,1-dimethylethyl [3-[4-(3,4-dichlorophenoxy)-1-piperidinyl]propyl]-carbarnate), Cl (HCl). The solvent is O1CCOCC1 (dioxane). Yields the product ClC=1C=C(OC2CCN(CC2)CCCN)C=CC1Cl (4-(3,4-dichlorophenoxy)-1-piperidinepropanamine). Yield: 73.2%. Reaction SMILES: [Cl:1][C:2]1[CH:3]=[C:4]([CH:23]=[CH:24][C:25]=1[Cl:26])[O:5][CH:6]1[CH2:11][CH2:10][N:9]([CH2:12][CH2:13][CH2:14][NH:15]C(=O)OC(C)(C)C)[CH2:8][CH2:7]1.Cl>O1CCOCC1>[Cl:1][C:2]1[CH:3]=[C:4]([CH:23]=[CH:24][C:25]=1[Cl:26])[O:5][CH:6]1[CH2:7][CH2:8][N:9]([CH2:12][CH2:13][CH2:14][NH2:15])[CH2:10][CH2:11]1. Procedure details: The product from Step (a) (2 g) was dissolved in dioxane (100 ml) and 6N HCl (100 ml) was added. After 18 hours at room temperature the solvent was evaporated and the resultant solid was dissolved in aqueous NaOH (2M) to pH 11. The solution was extracted with ethyl acetate, the organic phase was dried (MgSO4) and evaporated to leave the title compound as an oil (1.1 g). Starting materials: COc1ccc(P2(=S)SP(=S)(c3ccc(OC)cc3)S2)cc1, Cc1ccccc1, C#CCOc1c(OC)cc(C(=O)NCC2CCCCC2)cc1OC. The product is C#CCOc1c(OC)cc(C(=S)NCC2CCCCC2)cc1OC. As a reaction SMILES: [CH3:25][O:26][c:27]1[cH:28][cH:29][c:30]([P:31]2(=[S:34])[S:32][P:33]([c:35]3[cH:36][cH:37][c:38]([O:39][CH3:40])[cH:41][cH:42]3)(=[S:43])[S:44]2)[cH:45][cH:46]1.[CH3:47][c:48]1[cH:49][cH:50][cH:51][cH:52][cH:53]1.[CH:1]1([CH2:7][NH:8][C:9]([c:10]2[cH:11][c:12]([O:22][CH3:23])[c:13]([O:18][CH2:19][C:20]#[CH:21])[c:14]([O:16][CH3:17])[cH:15]2)=[O:24])[CH2:2][CH2:3][CH2:4][CH2:5][CH2:6]1>>[CH:1]1([CH2:7][NH:8][C:9]([c:10]2[cH:11][c:12]([O:22][CH3:23])[c:13]([O:18][CH2:19][C:20]#[CH:21])[c:14]([O:16][CH3:17])[cH:15]2)=[S:34])[CH2:2][CH2:3][CH2:4][CH2:5][CH2:6]1. The reactants are CCOC(=O)c1cc2c(nc(N(Cc3ccc(OC)cc3OC)C(=O)OC(C)(C)C)c3ncn(C)c32)[nH]1, O=C([O-])[O-], CCI, CCOC(C)=O, [Cs+], [Cs+], CN(C)C=O. Yields the product CCOC(=O)c1cc2c3c(ncn3C)c(N(Cc3ccc(OC)cc3OC)C(=O)OC(C)(C)C)nc2n1CC. As a reaction SMILES: [C:1]([CH3:2])([CH3:3])([CH3:4])[O:5][C:6](=[O:7])[N:8]([c:9]1[c:10]2[c:11]([c:12]3[c:13]([n:14]1)[nH:15][c:16]([C:18](=[O:19])[O:20][CH2:21][CH3:22])[cH:17]3)[n:23]([CH3:26])[cH:24][n:25]2)[CH2:27][c:28]1[c:29]([O:36][CH3:37])[cH:30][c:31]([O:34][CH3:35])[cH:32][cH:33]1.[C:41](=[O:42])([O-:43])[O-:44].[CH2:38]([CH3:39])[I:40].[CH3:52][CH2:53][O:54][C:55](=[O:56])[CH3:57].[Cs+:45].[Cs+:46].[O:47]=[CH:48][N:49]([CH3:50])[CH3:51]>>[C:1]([CH3:2])([CH3:3])([CH3:4])[O:5][C:6](=[O:7])[N:8]([c:9]1[c:10]2[c:11]([c:12]3[c:13]([n:14]1)[n:15]([CH2:38][CH3:39])[c:16]([C:18](=[O:19])[O:20][CH2:21][CH3:22])[cH:17]3)[n:23]([CH3:26])[cH:24][n:25]2)[CH2:27][c:28]1[c:29]([O:36][CH3:37])[cH:30][c:31]([O:34][CH3:35])[cH:32][cH:33]1. Reactants: NC=1SC=C(N1)CC(N(C)C1=CC=C(C=C1)Cl)=O (2-amino-4-[N-4-chlorophenyl-N-methyl(carbamoylmethyl)] thiazole), N1=CC=CC=C1 (pyridine), C(CC)(=O)Cl (propionyl chloride). The solvent is COCCOC (1,2-dimethoxyethane), COCCOC (1,2-dimethoxyethane). The product is ClC1=CC=C(C=C1)N(C(=O)CC=1N=C(SC1)NC(CC)=O)C (4-[N-4-chlorophenyl-N-methyl(Carbamoylmethyl)]-2-propionamidothiazole). The yield is 52.2%. RXN SMILES: [NH2:1][C:2]1[S:3][CH:4]=[C:5]([CH2:7][C:8](=[O:18])[N:9]([C:11]2[CH:16]=[CH:15][C:14]([Cl:17])=[CH:13][CH:12]=2)[CH3:10])[N:6]=1.N1C=CC=CC=1.[C:25](Cl)(=[O:28])[CH2:26][CH3:27]>COCCOC>[Cl:17][C:14]1[CH:15]=[CH:16][C:11]([N:9]([CH3:10])[C:8]([CH2:7][C:5]2[N:6]=[C:2]([NH:1][C:25](=[O:28])[CH2:26][CH3:27])[S:3][CH:4]=2)=[O:18])=[CH:12][CH:13]=1. Procedure details: A 300 ml reaction flask was charged with 6.0 g (0.021 mole) of 2-amino-4-[N-4-chlorophenyl-N-methyl(carbamoylmethyl)] thiazole, 100 ml of 1,2-dimethoxyethane and 2.6 g (0.03 mole) of pyridine. The propionyl chloride (2.8 g, 0.03 mole) which was dissolved in 15 ml of 1,2-dimethoxyethane was added portionwise and the reaction solution was heated at 65° for two hours. The solvent was evaporated and the residue was dissolved in ethyl acetate. The organic phase was extracted with water and dried over... Reactants: C(C)(=O)N1C(C(C2=CC=CC=C12)=C(C1=CC=CC=C1)OCC)=O (1-acetyl-3-(1-ethoxy-1-phenyl-methylidene)-2-indolinone), C(C)(C)S(=O)(=O)NC1=CC=C(N)C=C1 (4-isopropylsulphonylamino-aniline). Yields the product C(C)(=O)N1C(\C(\C2=CC=CC=C12)=C(\C1=CC=CC=C1)/NC1=CC=C(C=C1)NS(=O)(=O)C(C)C)=O ((Z)-1-acetyl-3-[1-(4-isopropylsulphonylamino-phenylamino)-1-phenyl-methylidene]-2-indolinone). RXN SMILES: [C:1]([N:4]1[C:12]2[C:7](=[CH:8][CH:9]=[CH:10][CH:11]=2)[C:6](=[C:13](OCC)[C:14]2[CH:19]=[CH:18][CH:17]=[CH:16][CH:15]=2)[C:5]1=[O:23])(=[O:3])[CH3:2].[CH:24]([S:27]([NH:30][C:31]1[CH:37]=[CH:36][C:34]([NH2:35])=[CH:33][CH:32]=1)(=[O:29])=[O:28])([CH3:26])[CH3:25]>>[C:1]([N:4]1[C:12]2[C:7](=[CH:8][CH:9]=[CH:10][CH:11]=2)/[C:6](=[C:13](/[NH:35][C:34]2[CH:36]=[CH:37][C:31]([NH:30][S:27]([CH:24]([CH3:26])[CH3:25])(=[O:29])=[O:28])=[CH:32][CH:33]=2)\[C:14]2[CH:19]=[CH:18][CH:17]=[CH:16][CH:15]=2)/[C:5]1=[O:23])(=[O:3])[CH3:2]. Procedure details: Prepared analogously to Example 1c from 1-acetyl-3-(1-ethoxy-1-phenyl-methylidene)-2-indolinone and 4-isopropylsulphonylamino-aniline. Reactants: ( 100 ), CN1CC(CC1)N1CCC2=CC(=CC=C12)NC(=N)C=1SC=CC1 (N-(1-(1-Methylpyrrolidin-3-yl)indolin-5-yl)thiophene-2-carboximidamide), O1CCN(CC1)CCN1CCCC2=CC(=CC=C12)NC(=N)C=1SC=CC1 (N-(1-(2-morpholinoethyl)-1,2,3,4-tetrahydroquinolin-6-yl)thiophene-2-carboximidamide), CN(C(OC(C)(C)C)=O)C1CCC(CC1)N1CCCC2=CC(=CC=C12)NC(=N)C=1SC=CC1 (tert-Butyl methyl(4-(6-(thiophene-2-carboximidamido-)-3,4-dihydroquinolin-1(2H)-yl)cyclohexyl)carbamate), ( 21 ), CN1CC(CC1)N1C2=C(CCCC1)C=C(C=C2)NC(=N)C=2SC=CC2 (N-(1-(1-Methylpyrrolidin-3-yl)-2,3,4,5-tetrahydro-1H-benzo[b]azepin-7-yl)thiophene-2-carboximidamide). Run in CO (MeOH), Cl (HCl). The product is CNC1CCC(CC1)N1CCCC2=CC(=CC=C12)NC(=N)C=1SC=CC1 (N-(1-(4-(Methylamino)cyclohexyl)-1,2,3,4-tetrahydroquinolin-6-yl)thiophene-2-carboximidamide). Isolated yield 55.0%. RXN SMILES: [CH3:1][N:2]([CH:10]1[CH2:15][CH2:14][CH:13]([N:16]2[C:25]3[C:20](=[CH:21][C:22]([NH:26][C:27]([C:29]4[S:30][CH:31]=[CH:32][CH:33]=4)=[NH:28])=[CH:23][CH:24]=3)[CH2:19][CH2:18][CH2:17]2)[CH2:12][CH2:11]1)C(=O)OC(C)(C)C.CN1CCC(N2C3C(=CC(NC(C4SC=CC=4)=N)=CC=3)CC2)C1.O1CCN(CCN2C3C(=CC(NC(C4SC=CC=4)=N)=CC=3)CCC2)CC1.CN1CCC(N2CCCCC3C=C(NC(C4SC=CC=4)=N)C=CC2=3)C1>CO.Cl>[CH3:1][NH:2][CH:10]1[CH2:11][CH2:12][CH:13]([N:16]2[C:25]3[C:20](=[CH:21][C:22]([NH:26][C:27]([C:29]4[S:30][CH:31]=[CH:32][CH:33]=4)=[NH:28])=[CH:23][CH:24]=3)[CH2:19][CH2:18][CH2:17]2)[CH2:14][CH2:15]1. Procedure details: A solution of compound 5 (250 mg, 0.533 mmol) in MeOH (10 mL) and 1M HCl (10 mL) was refluxed for half an hour and then concentrated. The residue was partitioned between 3N NaOH (50 mL) and CH2Cl2 (25 mL) and the product was extracted into CH2Cl2 (2×25 mL). The combined organic layers were dried (Na2SO4), and concentrated. This residue was subjected to flash chromatography on silica gel: 2% methanol: 98% CH2Cl2 followed by 2.5% 2M ammonia in methanol; 97.5% CH2Cl2 to give a yellow-brown solid. (...